From a dataset of the Open Reaction Database (ORD), a public repository of structured organic reaction records. describe an organic reaction: reactants, conditions, products, and yield Reactants: Cc1ccc(NC(=O)c2cccc(N3CCOCC3)c2)cc1Nc1cc(Cl)ncn1, CCO, O=C[O-], [NH4+]. Product: Cc1ccc(NC(=O)c2cccc(N3CCOCC3)c2)cc1Nc1ccncn1. Reaction SMILES: [CH3:1][c:2]1[c:3]([NH:4][c:5]2[n:6][cH:7][n:8][c:9]([Cl:11])[cH:10]2)[cH:12][c:13]([NH:16][C:17]([c:18]2[cH:19][c:20]([N:24]3[CH2:25][CH2:26][O:27][CH2:28][CH2:29]3)[cH:21][cH:22][cH:23]2)=[O:30])[cH:14][cH:15]1.[CH3:35][CH2:36][OH:37].[CH:31]([O-:32])=[O:33].[NH4+:34]>>[CH3:1][c:2]1[c:3]([NH:4][c:5]2[n:6][cH:7][n:8][cH:9][cH:10]2)[cH:12][c:13]([NH:16][C:17]([c:18]2[cH:19][c:20]([N:24]3[CH2:25][CH2:26][O:27][CH2:28][CH2:29]3)[cH:21][cH:22][cH:23]2)=[O:30])[cH:14][cH:15]1. Reactants: C(CCC)C1=NC2=C(N1CC1=CC=C(C=C1)C=1C(=CC=CC1)C(=O)OC(C)(C)C)C(=CC=C2C)OCCCCCN2C=NC1=C2C=CC=C1 (tert.-butyl 4'-[[2-n-butyl-7-[5-(benzimidazol-1-yl)-pentyloxy]-4-methyl-benzimidazol-1-yl]-methyl]-biphenyl-2-carboxylate), FC(C(=O)O)(F)F (trifluoroacetic acid). The solvent is C(Cl)Cl (methylene chloride). The product is C(CCC)C1=NC2=C(N1CC1=CC=C(C=C1)C=1C(=CC=CC1)C(=O)O)C(=CC=C2C)OCCCCCN2C=NC1=C2C=CC=C1 (4'-[[2-n-Butyl-7-[5-(benzimidazol-1-yl)-pentyloxy]-4-methyl-benzimidazol-1-yl]-methyl]-biphenyl-2-carboxylic acid). RXN SMILES: [CH2:1]([C:5]1[N:9]([CH2:10][C:11]2[CH:16]=[CH:15][C:14]([C:17]3[C:18]([C:23]([O:25]C(C)(C)C)=[O:24])=[CH:19][CH:20]=[CH:21][CH:22]=3)=[CH:13][CH:12]=2)[C:8]2[C:30]([O:35][CH2:36][CH2:37][CH2:38][CH2:39][CH2:40][N:41]3[C:45]4[CH:46]=[CH:47][CH:48]=[CH:49][C:44]=4[N:43]=[CH:42]3)=[CH:31][CH:32]=[C:33]([CH3:34])[C:7]=2[N:6]=1)[CH2:2][CH2:3][CH3:4].FC(F)(F)C(O)=O>C(Cl)Cl>[CH2:1]([C:5]1[N:9]([CH2:10][C:11]2[CH:12]=[CH:13][C:14]([C:17]3[C:18]([C:23]([OH:25])=[O:24])=[CH:19][CH:20]=[CH:21][CH:22]=3)=[CH:15][CH:16]=2)[C:8]2[C:30]([O:35][CH2:36][CH2:37][CH2:38][CH2:39][CH2:40][N:41]3[C:45]4[CH:46]=[CH:47][CH:48]=[CH:49][C:44]=4[N:43]=[CH:42]3)=[CH:31][CH:32]=[C:33]([CH3:34])[C:7]=2[N:6]=1)[CH2:2][CH2:3][CH3:4]. Procedure: Prepared analogously to Example 1 from tert.-butyl 4'-[[2-n-butyl-7-[5-(benzimidazol-1-yl)-pentyloxy]-4-methyl-benzimidazol-1-yl]-methyl]-biphenyl-2-carboxylate and trifluoroacetic acid in methylene chloride. The reactants are C1(=CC=CC=C1)S(=O)(=O)C1=C(C=2C3=C(N(C2C=C1)C1=CC=CC=C1)CC1CCC3N1)C(=O)OC(C)(C)C (tert-butyl 2-phenylsulfonyl-5-phenyl-5,6,7,8,9,10-hexahydro-7,10-epiminocyclohepta[b]indole-carboxylate), Cl (HCl). The solvent is CO (methanol), C(C)OCC (diethylether). Run at time 2 hour. Product: Cl.C1(=CC=CC=C1)S(=O)(=O)C=1C=C2C3=C(N(C2=CC1)C1=CC=CC=C1)CC1CCC3N1 (2-phenylsulfonyl-5-phenyl-5,6,7,8,9,10-hexahydro-7,10-epiminocyclohepta[b]indole hydrochloride). Reaction SMILES: [C:1]1([S:7]([C:10]2[CH:18]=[CH:17][C:16]3[N:15]([C:19]4[CH:24]=[CH:23][CH:22]=[CH:21][CH:20]=4)[C:14]4[CH2:25][CH:26]5[NH:30][CH:29]([C:13]=4[C:12]=3[C:11]=2C(OC(C)(C)C)=O)[CH2:28][CH2:27]5)(=[O:9])=[O:8])[CH:6]=[CH:5][CH:4]=[CH:3][CH:2]=1.[ClH:38]>CO.C(OCC)C>[ClH:38].[C:1]1([S:7]([C:10]2[CH:11]=[C:12]3[C:16](=[CH:17][CH:18]=2)[N:15]([C:19]2[CH:24]=[CH:23][CH:22]=[CH:21][CH:20]=2)[C:14]2[CH2:25][CH:26]4[NH:30][CH:29]([C:13]3=2)[CH2:28][CH2:27]4)(=[O:9])=[O:8])[CH:2]=[CH:3][CH:4]=[CH:5][CH:6]=1 |f:4.5|. Procedure details: To a solution of the product of step D (70 mg, 0.13 mmol) in methanol was added 2M HCl in diethylether (4 mL). After stirring for 2 h, the solution was concentrated in vacuo, triturated with ethyl acetate, and lyophilized from water to give 2-phenylsulfonyl-5-phenyl-5,6,7,8,9,10-hexahydro-7,10-epiminocyclohepta[b]indole hydrochloride (50 mg, 57%, AUC HPLC >99%) as a white solid: mp 195-200° C.; 1H NMR (CD3OD, 300 MHz) δ 8.38 (d, J=1.8 Hz, 1H), 7.95-7.99 (m, 2H), 7.72 (dd, J=8.8, 1.5 Hz, 1H), 7.5... Starting materials: ClCCC(C=1OC=CC1)S(=O)(=O)C(CCCl)C=1OC=CC1 (2-chloroethyl-2-furanylmethyl sulfone), C(C)(C)N (isopropylamine). Yields the product O1C(=CC=C1)CS(=O)(=O)CCNC(C)C (N-[2-[(2-Furanylmethyl)sulfonyl]ethyl]-2-propanamine). As a reaction SMILES: ClCC[CH:4]([S:10]([CH:13]([C:17]1[O:18][CH:19]=[CH:20][CH:21]=1)CCCl)(=[O:12])=[O:11])[C:5]1OC=CC=1.[CH:22]([NH2:25])([CH3:24])[CH3:23]>>[O:18]1[CH:19]=[CH:20][CH:21]=[C:17]1[CH2:13][S:10]([CH2:4][CH2:5][NH:25][CH:22]([CH3:24])[CH3:23])(=[O:11])=[O:12]. Reported procedure: A solution of 2-chloroethyl-2-furanylmethyl sulfone in isopropylamine is stirred at room temperature for about 72 hr. The isopropylamine is removed by evaporation and the residue is dissolved with agitation in a mixture of methylene chloride and dilute sodium hydroxide. The methylene chloride layer is extracted with dilute sodium hydroxide and dried over magnesium sulfate. The solvent is removed by evaporation to give the free base of the title compound, which is converted to the hydrochloride s...